This data is from the Open Reaction Database (ORD), a public repository of structured organic reaction records. The task is: describe an organic reaction: reactants, conditions, products, and yield As a reaction SMILES: [C:34](=[O:35])([O-:36])[O-:37].[CH3:41][N:42]([CH3:43])[CH:44]=[O:45].[I:1][c:2]1[c:3]([O:4][c:5]2[cH:6][cH:7][n:8][c:9]3[cH:10][c:11]([O:17][CH3:18])[c:12]([O:15][CH3:16])[cH:13][c:14]23)[cH:19][c:20]([CH3:24])[c:21]([CH3:23])[cH:22]1.[K+:38].[K+:39].[OH2:40].[n:25]1[cH:26][c:27]([B:31]([OH:32])[OH:33])[cH:28][cH:29][cH:30]1>>[c:2]1(-[c:27]2[cH:26][n:25][cH:30][cH:29][cH:28]2)[c:3]([O:4][c:5]2[cH:6][cH:7][n:8][c:9]3[cH:10][c:11]([O:17][CH3:18])[c:12]([O:15][CH3:16])[cH:13][c:14]23)[cH:19][c:20]([CH3:24])[c:21]([CH3:23])[cH:22]1. Starting materials: O=C([O-])[O-], CN(C)C=O, COc1cc2nccc(Oc3cc(C)c(C)cc3I)c2cc1OC, [K+], [K+], O, OB(O)c1cccnc1. The product is COc1cc2nccc(Oc3cc(C)c(C)cc3-c3cccnc3)c2cc1OC. Starting materials: FC=1C(=C2C=3N(C(CO2)C)C=C(C(C3C1)=O)C(=O)O)F (9,10-difluoro-3-methyl-7-oxo-2,3-dihydro-7H-pyrido [1,2,3-de]-1,4-benzoxazin- 6-carboxylic acid), [Si](C)(C)(C(C)(C)C)N1CCN(CC1)C (4-(t-butyldimethylsilyl)-1-methyl piperazine). Product: FC=1C(=C2C=3N(C(CO2)C)C=C(C(C3C1)=O)C(=O)O)N1CCN(CC1)C (9-Fluoro-3-methyl-10-(4-methyl-1-piperazinyl)-7-oxo-2,3-dihydro-7H-pyrido [1,2,3-de]-1,4-Benzoxazin-6-carboxylic Acid). RXN SMILES: [F:1][C:2]1[C:3](F)=[C:4]2[O:9][CH2:8][CH:7]([CH3:10])[N:6]3[CH:11]=[C:12]([C:17]([OH:19])=[O:18])[C:13](=[O:16])[C:14]([CH:15]=1)=[C:5]23.[Si]([N:28]1[CH2:33][CH2:32][N:31]([CH3:34])[CH2:30][CH2:29]1)(C(C)(C)C)(C)C>>[F:1][C:2]1[C:3]([N:28]2[CH2:33][CH2:32][N:31]([CH3:34])[CH2:30][CH2:29]2)=[C:4]2[O:9][CH2:8][CH:7]([CH3:10])[N:6]3[CH:11]=[C:12]([C:17]([OH:19])=[O:18])[C:13](=[O:16])[C:14]([CH:15]=1)=[C:5]23. Reported procedure: In a manner similar to that of Example 4, 9,10-difluoro-3-methyl-7-oxo-2,3-dihydro-7H-pyrido [1,2,3-de]-1,4-benzoxazin- 6-carboxylic acid (II, X: fluoro) is reacted with 4-(t-butyldimethylsilyl)-1-methylpiperazine (III, R2, R3 and R4 : methyl; R5 : t-butyl) to obtain a solid compound.